Dataset: the Open Reaction Database (ORD), a public repository of structured organic reaction records. Task: describe an organic reaction: reactants, conditions, products, and yield Yields the product C(C1=CC=CC=C1)OC(=O)N1[C@@H](CC1)C(=O)O ((2S)-1-(Benzyloxycarbonyl)azetidine-2-carboxylic acid). Solvent: O (water), CO (methanol), O (water). Reactants: [Li+].[OH-] (LiOH), Cl (HCl), COC(=O)[C@H]1N(CC1)C(=O)OCC1=CC=CC=C1 ((2S)-methyl-1-(benzyloxycarbonyl)azetidine-2-carboxylate), CCOCC (ether). Procedure details: To a solution of (2S)-methyl-1-(benzyloxycarbonyl)azetidine-2-carboxylate (0.78 g, 3.12 mmol) in a 1:1 mixture of ether:methanol (25.0 mL) was added 1N LiOH in water (5.8 mL) at about 0° C. The mixture was stirred under argon at about 0° C. for about 30 minutes and then at about room temperature overnight. The pH was adjusted to about pH 1 by adding 1N HCl, then the mixture was diluted with water and extracted with dichloromethane. The organic layer was washed with brine, dried over sodium sulfa... Conditions: temperature 0 celsius, time 30 minute. RXN SMILES: C[O:2][C:3]([C@@H:5]1[CH2:8][CH2:7][N:6]1[C:9]([O:11][CH2:12][C:13]1[CH:18]=[CH:17][CH:16]=[CH:15][CH:14]=1)=[O:10])=[O:4].CCOCC.[Li+].[OH-].Cl>O.CO>[CH2:12]([O:11][C:9]([N:6]1[CH2:7][CH2:8][C@H:5]1[C:3]([OH:4])=[O:2])=[O:10])[C:13]1[CH:14]=[CH:15][CH:16]=[CH:17][CH:18]=1 |f:2.3|. Yield: 106.3%. The reactants are C1(CC1)COC1=C(C=C(C(=C1)OC)F)C=1C2=C(N=CN1)C(=C(N2COCC[Si](C)(C)C)C)C(=O)O (4-[2-(cyclopropylmethoxy)-5-fluoro-4-methoxyphenyl]-6-methyl-5-{[2-(trimethylsilyl)ethoxy]methyl}-5H-pyrrolo[3,2-d]pyrimidine-7-carboxylic acid), NC1CCN(CC1)C(=O)OC(C)(C)C (tert-butyl 4-amino-piperidine-1-carboxylate). The product is C1(CC1)COC1=C(C=C(C(=C1)OC)F)C=1C2=C(N=CN1)C(=C(N2COCC[Si](C)(C)C)C)C(=O)NC2CCN(CC2)C(=O)OC(C)(C)C (tert-Butyl 4-{[(4-[2-(cyclopropylmethoxy)-5-fluoro-4-methoxyphenyl]-6-methyl-5-{[2-(trimethylsilyl)ethoxy]methyl}-5H-pyrrolo[3,2-d]pyrimidin-7-yl)carbonyl]amino}piperidine-1-carboxylate). Reaction SMILES: [CH:1]1([CH2:4][O:5][C:6]2[CH:11]=[C:10]([O:12][CH3:13])[C:9]([F:14])=[CH:8][C:7]=2[C:15]2[C:16]3[N:23]([CH2:24][O:25][CH2:26][CH2:27][Si:28]([CH3:31])([CH3:30])[CH3:29])[C:22]([CH3:32])=[C:21]([C:33](O)=[O:34])[C:17]=3[N:18]=[CH:19][N:20]=2)[CH2:3][CH2:2]1.[NH2:36][CH:37]1[CH2:42][CH2:41][N:40]([C:43]([O:45][C:46]([CH3:49])([CH3:48])[CH3:47])=[O:44])[CH2:39][CH2:38]1>>[CH:1]1([CH2:4][O:5][C:6]2[CH:11]=[C:10]([O:12][CH3:13])[C:9]([F:14])=[CH:8][C:7]=2[C:15]2[C:16]3[N:23]([CH2:24][O:25][CH2:26][CH2:27][Si:28]([CH3:30])([CH3:29])[CH3:31])[C:22]([CH3:32])=[C:21]([C:33]([NH:36][CH:37]4[CH2:38][CH2:39][N:40]([C:43]([O:45][C:46]([CH3:49])([CH3:48])[CH3:47])=[O:44])[CH2:41][CH2:42]4)=[O:34])[C:17]=3[N:18]=[CH:19][N:20]=2)[CH2:2][CH2:3]1. Procedure: Starting from 4-[2-(cyclopropylmethoxy)-5-fluoro-4-methoxyphenyl]-6-methyl-5-{[2-(trimethylsilyl)ethoxy]methyl}-5H-pyrrolo[3,2-d]pyrimidine-7-carboxylic acid (example D.c12) and commercially available tert-butyl 4-amino-piperidine-1-carboxylate the title compound is obtained as pale yellow foam.